From a dataset of the Open Reaction Database (ORD), a public repository of structured organic reaction records. describe an organic reaction: reactants, conditions, products, and yield Starting materials: ClC1=CC2=C(N(C3=CC=C(C=C23)C2=CC=C(OCCCN(CC)CC)C=C2)S(=O)(=O)C2=CC=CC=C2)N=C1 (3-(4-(3-chloro-9-(benzenesulfonyl)-9H-pyrido[2,3-b]indol-6-yl)phenoxy)-N,N-diethylpropan-1-amine). The solvent is CO (methanol). Reaction conditions: time 2 hour. The product is ClC1=CC2=C(NC3=CC=C(C=C23)C2=CC=C(OCCCN(CC)CC)C=C2)N=C1 (3-(4-(3-chloro-9H-pyrido[2,3-b]indol-6-yl)phenoxy)-N,N-diethylpropan-1-amine). Isolated yield 70.0%. Reaction SMILES: [Cl:1][C:2]1[CH:38]=[N:37][C:5]2[N:6](S(C3C=CC=CC=3)(=O)=O)[C:7]3[C:12]([C:4]=2[CH:3]=1)=[CH:11][C:10]([C:13]1[CH:27]=[CH:26][C:16]([O:17][CH2:18][CH2:19][CH2:20][N:21]([CH2:24][CH3:25])[CH2:22][CH3:23])=[CH:15][CH:14]=1)=[CH:9][CH:8]=3>CO>[Cl:1][C:2]1[CH:38]=[N:37][C:5]2[NH:6][C:7]3[C:12]([C:4]=2[CH:3]=1)=[CH:11][C:10]([C:13]1[CH:27]=[CH:26][C:16]([O:17][CH2:18][CH2:19][CH2:20][N:21]([CH2:22][CH3:23])[CH2:24][CH3:25])=[CH:15][CH:14]=1)=[CH:9][CH:8]=3. Reported procedure: 3-(4-(3-chloro-9-(benzenesulfonyl)-9H-pyrido[2,3-b]indol-6-yl)phenoxy)-N,N-diethylpropan-1-amine (57 mg, 0.10 mmol) is added to a solution of Na° (23 mg, 1 mmol, 10 eq) in methanol (0.1 ml). The reaction is carried out at 65° C. for 2 hours, the mixture is then hydrolysed with ethanol and H2O and extracted with ethyl acetate (3×20 ml). The organic layers are dried over MgSO4, filtered, and concentrated under reduced pressure. The crude residue (orange solid) is purified over flash chromatography...